This data is from the Open Reaction Database (ORD), a public repository of structured organic reaction records. The task is: describe an organic reaction: reactants, conditions, products, and yield Reactants: O=C(Cl)CN1C(=O)c2ccccc2C1=O, Cc1ccccc1, O=C1C2CCCC2Nc2ccccc2N1Cc1ccc(Cl)cc1, Cl, [Na+], O=C([O-])O. Product: O=C1c2ccccc2C(=O)N1CC(=O)N1c2ccccc2N(Cc2ccc(Cl)cc2)C(=O)C2CCCC21. As a reaction SMILES: [C:25]1(=[O:39])[c:26]2[c:27]([cH:35][cH:36][cH:37][cH:38]2)[C:28](=[O:34])[N:29]1[CH2:30][C:31](=[O:32])[Cl:33].[CH3:45][c:46]1[cH:47][cH:48][cH:49][cH:50][cH:51]1.[Cl:2][c:3]1[cH:4][cH:5][c:6]([CH2:7][N:8]2[c:9]3[c:10]([cH:19][cH:20][cH:21][cH:22]3)[NH:11][CH:12]3[CH:13]([C:14]2=[O:15])[CH2:16][CH2:17][CH2:18]3)[cH:23][cH:24]1.[ClH:1].[Na+:40].[OH:41][C:42](=[O:43])[O-:44]>>[Cl:2][c:3]1[cH:4][cH:5][c:6]([CH2:7][N:8]2[c:9]3[c:10]([cH:19][cH:20][cH:21][cH:22]3)[N:11]([C:31]([CH2:30][N:29]3[C:25](=[O:39])[c:26]4[c:27]([cH:35][cH:36][cH:37][cH:38]4)[C:28]3=[O:34])=[O:32])[CH:12]3[CH:13]([C:14]2=[O:15])[CH2:16][CH2:17][CH2:18]3)[cH:23][cH:24]1. Reactants: BrC=1C=2C[C@H]3N(C2C=CC1)CCNC3 ((10aR)-9-Bromo-1,2,3,4,10,10a-hexahydro-pyrazino[1,2-a]indole), O1C(NCC1)=O (2-oxazolidinone), C=O (Formaldehyde), solution. The solvent is ClCCl (dichloromethane), O (water). Run at time 3 hour. The product is BrC=1C=2C[C@H]3N(C2C=CC1)CCN(C3)CN3C(OCC3)=O ((10aR)-3-(9-Bromo-3,4,10,10a-tetrahydro-1H-pyrazino[1,2-a]indol-2-ylmethyl)-oxazolidin-2-one). The yield is 82.0%. Reaction SMILES: [Br:1][C:2]1[C:3]2[CH2:4][C@@H:5]3[CH2:14][NH:13][CH2:12][CH2:11][N:6]3[C:7]=2[CH:8]=[CH:9][CH:10]=1.[O:15]1[CH2:19][CH2:18][NH:17][C:16]1=[O:20].[CH2:21]=O>ClCCl.O>[Br:1][C:2]1[C:3]2[CH2:4][C@@H:5]3[CH2:14][N:13]([CH2:21][N:17]4[CH2:18][CH2:19][O:15][C:16]4=[O:20])[CH2:12][CH2:11][N:6]3[C:7]=2[CH:8]=[CH:9][CH:10]=1. Procedure: (10aR)-9-Bromo-1,2,3,4,10,10a-hexahydro-pyrazino[1,2-a]indole (0.10 g, 0.39 mmol) and 2-oxazolidinone (34 mg, 0.43 mmol) were dissolved in dichloromethane (5 mL). Formaldehyde (32 μL of a 36.5% solution in water) was added and the solution was stirred for 3 h at room temperature. The solvent was removed after drying with MgSO4. Chromatography on silica gel (dichloromethane/ethylacetate 3:1) yielded the desired product (114 mg, 82%), MS: m/e=352.3 (M+H+). Starting materials: S1C(=CC=C1)S(=O)(=O)N (thiophene-2-sulfonamide), C1(=CC=C(C=C1)S(=O)(=O)Cl)C1=CC=CC=C1 (4-biphenylsulfonyl chloride). Product: C1(=CC=C(C=C1)S(=O)(=O)N)C1=CC=CC=C1 (4-biphenylsulfonamide), S1C(=CC=C1)S(=O)(=O)N (Thiophene-2-sulfonamide). Yield: 90.6%. RXN SMILES: [S:1]1[CH:5]=[CH:4][CH:3]=[C:2]1[S:6]([NH2:9])(=[O:8])=[O:7].[C:10]1([C:20]2[CH:25]=[CH:24][CH:23]=[CH:22][CH:21]=2)[CH:15]=[CH:14][C:13]([S:16](Cl)(=[O:18])=[O:17])=[CH:12][CH:11]=1>>[C:10]1([C:20]2[CH:25]=[CH:24][CH:23]=[CH:22][CH:21]=2)[CH:15]=[CH:14][C:13]([S:16]([NH2:9])(=[O:18])=[O:17])=[CH:12][CH:11]=1.[S:1]1[CH:5]=[CH:4][CH:3]=[C:2]1[S:6]([NH2:9])(=[O:8])=[O:7]. Procedure details: 4-biphenylsulfonamide was prepared according to the procedure for thiophene-2-sulfonamide YG1-030 except using 4-biphenylsulfonyl chloride, which afforded the title compound 642.2 mg (90.6%) as a white solid, m.p.: 223-225° C. Reactants: CCOC(C)=O, O=C(O)c1cc(Cl)cnc1O, ClCCl, Cl, Nc1cc(C(F)(F)F)cc(C(F)(F)F)c1, C1CCOC1, O=P(Cl)(Cl)Cl, c1ccncc1. Product: O=C(Nc1cc(C(F)(F)F)cc(C(F)(F)F)c1)c1cc(Cl)cnc1O. As a reaction SMILES: [CH3:47][CH2:48][O:49][C:50](=[O:51])[CH3:52].[Cl:1][c:2]1[cH:3][n:4][c:5]([OH:11])[c:6]([C:7](=[O:8])[OH:9])[cH:10]1.[Cl:44][CH2:45][Cl:46].[ClH:38].[F:12][C:13]([c:14]1[cH:15][c:16]([NH2:17])[cH:18][c:19]([C:21]([F:22])([F:23])[F:24])[cH:20]1)([F:25])[F:26].[O:39]1[CH2:40][CH2:41][CH2:42][CH2:43]1.[P:33]([Cl:34])([Cl:35])([Cl:36])=[O:37].[cH:27]1[cH:28][cH:29][n:30][cH:31][cH:32]1>>[Cl:1][c:2]1[cH:3][n:4][c:5]([OH:11])[c:6]([C:7](=[O:9])[NH:17][c:16]2[cH:15][c:14]([C:13]([F:12])([F:25])[F:26])[cH:20][c:19]([C:21]([F:22])([F:23])[F:24])[cH:18]2)[cH:10]1.